describe an organic reaction: reactants, conditions, products, and yield From a dataset of the Open Reaction Database (ORD), a public repository of structured organic reaction records. Reactants: C(C)(=O)Cl (acetyl chloride), C1(=CC=CC=C1)N(C(C)=O)C1CCNCC1 (4-(N-Phenylacetamido)piperidine), C(#N)[BH3-].[Na+] (sodium cyanoborohydride), ClC=1C=C(C=CC1Cl)C(CN(C(C1=CC=CC=C1)=O)C)CC=O (N-[2-(3,4-dichlorophenyl)-4-oxobutyl]-N-methylbenzamide). Run in CO (methanol), CO (methanol), O (water), CO (methanol). Conditions: time 20 minute. Product: ClC=1C=C(C=CC1Cl)C(CN(C(C1=CC=CC=C1)=O)C)CCN1CCC(CC1)N(C(C)=O)C1=CC=CC=C1 (N-[2-(3,4-Dichlorophenyl)-4-[4-(N-phenylacetamido)piperidino]butyl]-N-methylbenzamide). Yield: 45.8%. As a reaction SMILES: C(Cl)(=O)C.[C:5]1([N:11]([CH:15]2[CH2:20][CH2:19][NH:18][CH2:17][CH2:16]2)[C:12](=[O:14])[CH3:13])[CH:10]=[CH:9][CH:8]=[CH:7][CH:6]=1.[Cl:21][C:22]1[CH:23]=[C:24]([CH:29]([CH2:41][CH:42]=O)[CH2:30][N:31]([CH3:40])[C:32](=[O:39])[C:33]2[CH:38]=[CH:37][CH:36]=[CH:35][CH:34]=2)[CH:25]=[CH:26][C:27]=1[Cl:28].C([BH3-])#N.[Na+]>CO.O>[Cl:21][C:22]1[CH:23]=[C:24]([CH:29]([CH2:41][CH2:42][N:18]2[CH2:17][CH2:16][CH:15]([N:11]([C:5]3[CH:6]=[CH:7][CH:8]=[CH:9][CH:10]=3)[C:12](=[O:14])[CH3:13])[CH2:20][CH2:19]2)[CH2:30][N:31]([CH3:40])[C:32](=[O:39])[C:33]2[CH:34]=[CH:35][CH:36]=[CH:37][CH:38]=2)[CH:25]=[CH:26][C:27]=1[Cl:28] |f:3.4|. Procedure: To a flask containing methanol (0.5 mL) at 0° C. was added acetyl chloride (0.085 mL), and the resulting solution was allowed to stir for 20 minutes. 4-(N-Phenylacetamido)piperidine (0.327 g) in methanol (1 mL) was added, followed by N-[2-(3,4-dichlorophenyl)-4-oxobutyl]-N-methylbenzamide (0.350 g) in methanol (2.5 mL) and, 15 minutes later, sodium cyanoborohydride (0.038 g). After being stirred at room temperature for 4 hours, the reaction mixture was diluted with water and extracted with dichl... The product is O=Cc1ccc(O)c(O)c1Cl. As a reaction SMILES: [B:16]([Br:17])([Br:18])[Br:19].[CH2:13]([Cl:14])[Cl:15].[CH3:20][OH:21].[Cl:1][c:2]1[c:3]([CH:4]=[O:5])[cH:6][cH:7][c:8]([O:11][CH3:12])[c:9]1[OH:10]>>[Cl:1][c:2]1[c:3]([CH:4]=[O:5])[cH:6][cH:7][c:8]([OH:11])[c:9]1[OH:10]. Reactants: BrB(Br)Br, ClCCl, CO, COc1ccc(C=O)c(Cl)c1O. The reactants are FC1=C(C(=CC=C1C)F)C(C)OC1=CC=C(N)C=C1 (4-[1-(2,6-difluoro-3-methylphenyl)ethoxy]aniline), [S-]C#N.[K+] (potassium thiocyanate), BrBr (dibromine). Product: FC1=C(C(=CC=C1C)F)C(C)OC1=CC2=C(N=C(S2)N)C=C1 (6-[1-(2,6-difluoro-3-methylphenyl)ethoxy]-1,3-benzothiazol-2-amine). Yield: 98.6%. RXN SMILES: [F:1][C:2]1[C:7]([CH3:8])=[CH:6][CH:5]=[C:4]([F:9])[C:3]=1[CH:10]([O:12][C:13]1[CH:19]=[CH:18][C:16]([NH2:17])=[CH:15][CH:14]=1)[CH3:11].[S-:20][C:21]#[N:22].[K+].BrBr>>[F:1][C:2]1[C:7]([CH3:8])=[CH:6][CH:5]=[C:4]([F:9])[C:3]=1[CH:10]([O:12][C:13]1[CH:14]=[CH:15][C:16]2[N:17]=[C:21]([NH2:22])[S:20][C:18]=2[CH:19]=1)[CH3:11] |f:1.2|. Procedure: 6-[1-(2,6-Difluoro-3-methylphenyl)ethoxy]-1,3-benzothiazol-2-amine was prepared according to the method described in Example 20d but from 3.5 g of 4-[1-(2,6-difluoro-3-methylphenyl)ethoxy]aniline, 5.2 g of potassium thiocyanate and 0.681 cm3 of dibromine. We obtain 4.2 g of 6-[1-(2,6-difluoro-3-methylphenyl)ethoxy]-1,3-benzothiazol-2-amine in the form of a brown-coloured solid, which has the following characteristics: Reaction SMILES: [CH3:26][O:27][CH2:28][CH2:29][N:30]([c:31]1[n:32][cH:33][c:34]([NH2:37])[cH:35][cH:36]1)[CH3:38].[O:1]=[C:2]1[CH2:3][CH2:4][C:5](=[O:6])[N:7]1[O:8][C:9](=[O:10])[c:11]1[c:12]([CH2:23][CH2:24][CH3:25])[n:13][c:14](-[c:16]2[c:17]([Cl:22])[cH:18][cH:19][cH:20][cH:21]2)[o:15]1>>[C:9](=[O:10])([c:11]1[c:12]([CH2:23][CH2:24][CH3:25])[n:13][c:14](-[c:16]2[c:17]([Cl:22])[cH:18][cH:19][cH:20][cH:21]2)[o:15]1)[NH:37][c:34]1[cH:33][n:32][c:31]([N:30]([CH2:29][CH2:28][O:27][CH3:26])[CH3:38])[cH:36][cH:35]1. The product is CCCc1nc(-c2ccccc2Cl)oc1C(=O)Nc1ccc(N(C)CCOC)nc1. The reactants are COCCN(C)c1ccc(N)cn1, CCCc1nc(-c2ccccc2Cl)oc1C(=O)ON1C(=O)CCC1=O. Reported procedure: Prepared from compound 4 (X=O, R=H) according to General Procedure A (0.16 g, 80%). Yellow solid, mp 250-255° C. MS: (M−1): 249; 1H NMR (400 MHz, DMSO-d6) δ 8.94 (s, br, 1H), 8.46 (d, 1H), 8.39-8.32 (m, 2H), 7.90-7.86 (m, 2H), 7.45-7.40 (m, 2H), 5.71 (s, 2H); 13C NMR (100 MHz, DMSO-d6) 176.39, 161.78, 140.87, 139.92, 134.94, 133.49, 131.41, 127.25, 122.81, 122.13, 121.77, 121.22, 118.39, 115.78, 56.46; Anal. (C15H10N2O2. 0.36 H2O). C H N. RXN SMILES: [CH:1]1[N:16]2[C:17]3[C:8]([C:9](=[O:18])[C:10]4[CH:11]=[CH:12][CH:13]=[CH:14][C:15]=42)=[CH:7][CH:6]=[CH:5][C:4]=3[C:3](=[O:19])[N:2]=1>O>[CH2:1]1[N:16]2[C:17]3[C:8]([C:9](=[O:18])[C:10]4[CH:11]=[CH:12][CH:13]=[CH:14][C:15]=42)=[CH:7][CH:6]=[CH:5][C:4]=3[C:3](=[O:19])[NH:2]1. Solvent: O (H2O). Reactants: C1=NC(C=2C=CC=C3C(C=4C=CC=CC4N1C23)=O)=O (2,11b-diaza-benzo[de]anthracene-3,7-dione). Yields the product C1NC(C=2C=CC=C3C(C=4C=CC=CC4N1C23)=O)=O (1,2-Dihydro-2,11b-diaza-benzo[de]anthracene-3,7-dione).